This data is from the Open Reaction Database (ORD), a public repository of structured organic reaction records. The task is: describe an organic reaction: reactants, conditions, products, and yield Starting materials: NC12C3=CC=CC=C3C(C=3C=CC=CC13)CC2O (9-amino-12-hydroxy-9,10-dihydro-9,10-ethanoanthracene), N(=O)[O-].[Na+] (sodium nitrite). Run in C(C)(=O)O (acetic acid), O (water), O (water). Reaction conditions: time 5 hour. Yields the product C(=O)C12C3=CC=CC=C3C(C=3C=CC=CC13)C2 (9-formyl-9,10-dihydro-9,10-methanoanthracene). Yield: 100.5%. As a reaction SMILES: N[C:2]12[CH:17]([OH:18])[CH2:16][CH:9]([C:10]3[CH:11]=[CH:12][CH:13]=[CH:14][C:15]=31)[C:8]1[C:3]2=[CH:4][CH:5]=[CH:6][CH:7]=1.N([O-])=O.[Na+]>C(O)(=O)C.O>[CH:17]([C:2]12[CH2:16][CH:9]([C:8]3[CH:3]=[CH:4][CH:5]=[CH:6][C:7]=31)[C:10]1[C:15]2=[CH:14][CH:13]=[CH:12][CH:11]=1)=[O:18] |f:1.2|. Reported procedure: To a solution of 9-amino-12-hydroxy-9,10-dihydro-9,10-ethanoanthracene (3.0 g) in acetic acid (240 ml) was added a solution of sodium nitrite (6.7 g) in water (120 ml) at 2°-5° C., and the resulting mixture was stirred at the same temperature for 1 hour and at 95°-105° C. for 5 hours. The reaction mixture was diluted with water and extracted with benzene. The benzene layer was washed with water, dried over sodium sulfate and evaporated to dryness to give crude crystals of 9-formyl-9,10-dihydro-9... The reactants are CC(C)(C)OO, CC1(C)CC(OC(=O)c2ccccc2)CC(C)(C)N1O, CC1CCCCC1, [Cl-], [Na+], O=[Mo](=O)=O. The product is CC1(ON2C(C)(C)CC(OC(=O)c3ccccc3)CC2(C)C)CCCCC1. Reaction SMILES: [C:1]([O:2][OH:3])([CH3:4])([CH3:5])[CH3:6].[C:9]([c:10]1[cH:11][cH:12][cH:13][cH:14][cH:15]1)(=[O:16])[O:17][CH:18]1[CH2:19][C:20]([CH3:27])([CH3:28])[N:21]([OH:26])[C:22]([CH3:24])([CH3:25])[CH2:23]1.[CH3:29][CH:30]1[CH2:31][CH2:32][CH2:33][CH2:34][CH2:35]1.[Cl-:8].[Na+:7].[O:36]=[Mo:37](=[O:38])=[O:39]>>[C:9]([c:10]1[cH:11][cH:12][cH:13][cH:14][cH:15]1)(=[O:16])[O:17][CH:18]1[CH2:19][C:20]([CH3:27])([CH3:28])[N:21]([O:26][C:30]2([CH3:29])[CH2:31][CH2:32][CH2:33][CH2:34][CH2:35]2)[C:22]([CH3:24])([CH3:25])[CH2:23]1. As a reaction SMILES: [Cl:1][C:2]1[CH:3]=[C:4]([CH:9]([CH2:14]C(=O)C2CCC3C(=CC=CC=3)N2)[CH2:10][C:11](O)=[O:12])[CH:5]=[CH:6][C:7]=1[Cl:8].[C:27]([N:34]1[CH:38]=[CH:37]N=[CH:35]1)(N1C=CN=C1)=[O:28].[BH4-].[Na+]>CCOC(C)=O.O>[Cl:1][C:2]1[CH:3]=[C:4]([CH:9]([CH2:10][CH2:11][OH:12])[CH2:14][C:27]([N:34]2[C:35]3[C:6](=[CH:7][CH:2]=[CH:3][CH:4]=3)[CH2:5][CH2:37][CH2:38]2)=[O:28])[CH:5]=[CH:6][C:7]=1[Cl:8] |f:2.3|. Yields the product ClC=1C=C(C=CC1Cl)C(CC(=O)N1CCCC2=CC=CC=C12)CCO (1-[3-(3,4-dichlorophenyl)-5-hydroxy-1-oxopentyl]-1,2,3,4-tetrahydroquinoline). The yield is 166.8%. Run at time 15 minute. Procedure: Beta-(3,4-Dichlorophenyl)-1,2,3,4-tetrahydro-delta-oxo-quinolinepentanoic acid (14.3 g) in EtOAc (300 mL) was treated with carbonyldiimidazole (7.42 g) and N,N-dimethylaminopyridine (450 mg). The resulting solution was stirred at room temperature for 15 minutes and then heated at 50° C. for two hours. The reaction mixture was cooled to 0° C. and treated with a solution of NaBH4 (5.5 g) in H2O (100 mL), warmed slowly to room temperature and stirred for 12 hours. The reaction mixture was diluted w... Starting materials: [BH4-].[Na+] (NaBH4), ClC=1C=C(C=CC1Cl)C(CC(=O)O)CC(C1NC2=CC=CC=C2CC1)=O (Beta-(3,4-Dichlorophenyl)-1,2,3,4-tetrahydro-delta-oxo-quinolinepentanoic acid), C(=O)(N1C=NC=C1)N1C=NC=C1 (carbonyldiimidazole), N,N-dimethylaminopyridine. Solvent: O (H2O), CCOC(=O)C (EtOAc), CCOC(=O)C (EtOAc).